describe an organic reaction: reactants, conditions, products, and yield From a dataset of the Open Reaction Database (ORD), a public repository of structured organic reaction records. Starting materials: O1CCC(CC1)(C#N)C#N (dihydro-2H-pyran-4,4(3H)-dicarbonitrile), [BH4-].[Na+] (Sodium borohydride). Run in CCO (EtOH). Conditions: time 4 hour. Yields the product NCC1(CCOCC1)C#N (4-(aminomethyl)tetrahydro-2H-pyran-4-carbonitrile). The yield is 83.6%. Reaction SMILES: [O:1]1[CH2:6][CH2:5][C:4]([C:9]#[N:10])([C:7]#[N:8])[CH2:3][CH2:2]1.[BH4-].[Na+]>CCO>[NH2:10][CH2:9][C:4]1([C:7]#[N:8])[CH2:5][CH2:6][O:1][CH2:2][CH2:3]1 |f:1.2|. Procedure: A mixture of dihydro-2H-pyran-4,4(3H)-dicarbonitrile (450 mg, 3.31 mmol)<autotext key=“0BD391A6” name=“[Reactants]” index=“1” field=“Reactants” type=“field” length=“34”/> and Sodium borohydride (375 mg, 9.92 mmol)<autotext key=“0BD391A7” name=“[Reactants]” index=“2” field=“Reactants” type=“field” length=“38”/> in EtOH (15 ml)<autotext key=“0BD391A8” name=“[Solvents]” index=“l” field=“Solvents” type=“field” length=“12”/> was stirred at ambient temperature for about 4 hours. The mixture was concen... The reactants are O=C(c1ccc(Cl)cc1Cl)c1oc2cc(Br)ccc2c1CBr, C[O-], CO, [Na+]. Yields the product COCc1c(C(=O)c2ccc(Cl)cc2Cl)oc2cc(Br)ccc12. RXN SMILES: [Br:1][c:2]1[cH:3][c:4]2[c:5]([c:6]([CH2:19][Br:20])[c:7]([C:9](=[O:10])[c:11]3[c:12]([Cl:18])[cH:13][c:14]([Cl:17])[cH:15][cH:16]3)[o:8]2)[cH:21][cH:22]1.[CH3:23][O-:24].[CH3:26][OH:27].[Na+:25]>>[Br:1][c:2]1[cH:3][c:4]2[c:5]([c:6]([CH2:19][O:24][CH3:23])[c:7]([C:9](=[O:10])[c:11]3[c:12]([Cl:18])[cH:13][c:14]([Cl:17])[cH:15][cH:16]3)[o:8]2)[cH:21][cH:22]1.